Dataset: the Open Reaction Database (ORD), a public repository of structured organic reaction records. Task: describe an organic reaction: reactants, conditions, products, and yield The reactants are OC=1C=C(C=O)C=C(C1)O (3,5-dihydroxy-benzaldehyde), BrCCCCCC (1-bromohexane). Yields the product C(CCCCC)OC=1C=C(C=O)C=C(C1)OCCCCCC (3,5-Dihexyloxy-benzaldehyde). RXN SMILES: [OH:1][C:2]1[CH:3]=[C:4]([CH:7]=[C:8]([OH:10])[CH:9]=1)[CH:5]=[O:6].Br[CH2:12][CH2:13][CH2:14][CH2:15][CH2:16][CH3:17]>>[CH2:12]([O:1][C:2]1[CH:3]=[C:4]([CH:7]=[C:8]([O:10][CH2:4][CH2:3][CH2:2][CH2:9][CH2:8][CH3:7])[CH:9]=1)[CH:5]=[O:6])[CH2:13][CH2:14][CH2:15][CH2:16][CH3:17]. Reported procedure: The title compound was prepared according to the method described in Example 9 above from 3,5-dihydroxy-benzaldehyde and 1-bromohexane. The reactants are ClCC1=CC=C(C=C1)N1N=C2N(CNC=3C=CC=CC23)C1=O (2-[4-(chloromethyl)-phenyl]-5,6-dihydro-1,2,4-triazolo[4,3-c]-quinazolin-3-one), ClCC1=CC=C(C=C1)N1N=C2N(CNC=3C=CC=CC23)C1=O (2-[4-(chloromethyl)-phenyl]-5,6-dihydro-1,2,4-triazolo[4,3-c]-quinazolin-3-one), CNC (dimethylamine). Run in C1CCOC1 (THF). Run at temperature 40 celsius. The product is Cl.CN(C)CC1=CC=C(C=C1)N1N=C2N(CNC=3C=CC=CC23)C1=O (2-[4-(N,N-dimethylaminomethyl)phenyl]-5,6-dihydro-1,2,4-triazolo-[4,3-c]quinazolin-3-one hydrochloride). RXN SMILES: [Cl:1][CH2:2][C:3]1[CH:8]=[CH:7][C:6]([N:9]2[C:21](=[O:22])[N:12]3[CH2:13][NH:14][C:15]4[CH:16]=[CH:17][CH:18]=[CH:19][C:20]=4[C:11]3=[N:10]2)=[CH:5][CH:4]=1.[CH3:23][NH:24][CH3:25]>C1COCC1>[ClH:1].[CH3:23][N:24]([CH2:2][C:3]1[CH:8]=[CH:7][C:6]([N:9]2[C:21](=[O:22])[N:12]3[CH2:13][NH:14][C:15]4[CH:16]=[CH:17][CH:18]=[CH:19][C:20]=4[C:11]3=[N:10]2)=[CH:5][CH:4]=1)[CH3:25] |f:3.4|. Procedure details: A mixture of 2-[4-(chloromethyl)-phenyl]-5,6-dihydro-1,2,4-triazolo[4,3-c]-quinazolin-3-one (Compound 20) (150 mg, 0.48 mmol) and dimethylamine (1 ml, 40% in H2O) in THF was heated at 40° C. for 1.5 hours. The reaction was extracted with CH2Cl2 (3×50 ml) and the combined organic layers were dried over Na2SO4 and evaporated under reduced pressure. The residue was dissolved in ethyl acetate and saturated HCl/ethyl acetate solution was added to yield 2-[4-(N,N-dimethylaminomethyl)phenyl]-5,6-dihydr... Reactants: NC(N)=O, Nc1nc(N)nc(N)n1, O. Product: O=C=O, Nc1nc(N)nc(N)n1, N. Reaction SMILES: [NH2:1][C:2]([NH2:3])=[O:4].[NH2:5][c:6]1[n:7][c:8]([NH2:9])[n:10][c:11]([NH2:12])[n:13]1.[OH2:14]>>[C:2](=[O:4])=[O:14].[NH2:5][c:6]1[n:7][c:8]([NH2:9])[n:10][c:11]([NH2:12])[n:13]1.[NH3:1]. The reactants are ClC1N(C(C2=CC=CC=C12)=O)C1=NC2=NC(=CC=C2C=C1)Cl (3-chloro-2-(7-chloro-1,8-naphthyridin-2yl)-1-isoindolinone), CC(CCCC(=O)O)C (5-methylhexanoic acid), N12CCCCCC2=NCCC1 (1,8-diazabicyclo[5.4.0]undec-7-ene). Solvent: CN(C=O)C (dimethylformamide). Yields the product CC(CCCC(=O)OC1N(C(C2=CC=CC=C12)=O)C1=NC2=NC(=CC=C2C=C1)Cl)C (2-(7-chloro-1,8-naphthyridin-2-yl)-3-oxo-1-isoindolinyl 5-methylhexanoate). Isolated yield 63.0%. Reaction SMILES: Cl[CH:2]1[C:10]2[C:5](=[CH:6][CH:7]=[CH:8][CH:9]=2)[C:4](=[O:11])[N:3]1[C:12]1[CH:21]=[CH:20][C:19]2[C:14](=[N:15][C:16]([Cl:22])=[CH:17][CH:18]=2)[N:13]=1.[CH3:23][CH:24]([CH3:31])[CH2:25][CH2:26][CH2:27][C:28]([OH:30])=[O:29].N12CCCN=C1CCCCC2>CN(C)C=O>[CH3:23][CH:24]([CH3:31])[CH2:25][CH2:26][CH2:27][C:28]([O:30][CH:2]1[C:10]2[C:5](=[CH:6][CH:7]=[CH:8][CH:9]=2)[C:4](=[O:11])[N:3]1[C:12]1[CH:21]=[CH:20][C:19]2[C:14](=[N:15][C:16]([Cl:22])=[CH:17][CH:18]=2)[N:13]=1)=[O:29]. Procedure: Working as in Example 1, but starting with 3-chloro-2-(7-chloro-1,8-naphthyridin-2yl)-1-isoindolinone (9.9 g) in anhydrous dimethylformamide (100 cc), 5-methylhexanoic acid (3.9 g) and 1,8-diazabicyclo[5.4.0]undec-7-ene (4.6 g), and after recrystallization in ethanol, 2-(7-chloro-1,8-naphthyridin-2-yl)-3-oxo-1-isoindolinyl 5-methylhexanoate (8 g), m.p. 132° C., is obtained. Starting materials: COC1=CC=C(O)C=C1 (hydroquinone monomethyl ether), ( vii ), O=C=NC1CC(CN=C=O)(CC(C1)(C)C)C (isophorone diisocyanate), C(C=C)(=O)O (acrylic acid), C1C(C)O1 (propylene oxide), C(CCCCCCCCCCC)(=O)[O-].C(CCCCCCCCCCC)(=O)[O-].C(CCC)[Sn+2]CCCC (di-n-butyltin dilaurate). Product: C(C=C)(=O)O.NC(=O)OCC (urethane acrylate), ( 3 ). As a reaction SMILES: [C:1]([OH:5])(=[O:4])[CH:2]=[CH2:3].C1O[CH:7]1[CH3:8].COC1C=CC(O)=CC=1.[C:19]([O-:32])(=[O:31])CCCCCCCCCCC.C([O-])(=O)CCCCCCCCCCC.C([Sn+2]CCCC)CCC.O=C=[N:58]C1CC(C)(C)CC(C)(CN=C=O)C1>>[C:1]([OH:5])(=[O:4])[CH:2]=[CH2:3].[NH2:58][C:19]([O:32][CH2:7][CH3:8])=[O:31] |f:3.4.5,7.8|. Procedure: 1,517 Grams of an addition product of acrylic acid with propylene oxide [BLENMAR AP-550 of Nippon Oil and Fats Co. Ltd.; a compound of the formula (vii) wherein R4 is H, R5 is CH3 and h is 10], 1.00 g of hydroquinone monomethyl ether, 0.52 g of di-n-butyltin dilaurate and 222 g of isophorone diisocyanate were charged to a 4-liter four-necked flask equipped with a stirrer, a thermoregulator, a thermometer and a condenser, allowed to react with one another at 40 to 50° C. for 30 minutes and then t... The reactants are CCOC(=O)c1oc2c(Cl)cc(Cl)c(O)c2c1C, CI, [K+], [K+], O=C([O-])[O-], CN(C)C=O. The product is CCOC(=O)c1oc2c(Cl)cc(Cl)c(OC)c2c1C. As a reaction SMILES: [CH2:1]([CH3:2])[O:3][C:4](=[O:5])[c:6]1[o:7][c:8]2[c:9]([c:10]1[CH3:11])[c:12]([OH:18])[c:13]([Cl:17])[cH:14][c:15]2[Cl:16].[I:19][CH3:20].[K+:21].[K+:22].[O-:23][C:24]([O-:25])=[O:26].[O:27]=[CH:28][N:29]([CH3:30])[CH3:31]>>[CH2:1]([CH3:2])[O:3][C:4](=[O:5])[c:6]1[o:7][c:8]2[c:9]([c:10]1[CH3:11])[c:12]([O:18][CH3:24])[c:13]([Cl:17])[cH:14][c:15]2[Cl:16].